Dataset: the Open Reaction Database (ORD), a public repository of structured organic reaction records. Task: describe an organic reaction: reactants, conditions, products, and yield The reactants are Cn1ncc([N+](=O)[O-])c1C(=O)Nc1cccnc1Cl, C1COCCO1. The product is Cn1ncc(N)c1C(=O)Nc1cccnc1Cl. Reaction SMILES: [Cl:1][c:2]1[n:3][cH:4][cH:5][cH:6][c:7]1[NH:8][C:9](=[O:10])[c:11]1[c:12]([N+:17]([O-:18])=[O:19])[cH:13][n:14][n:15]1[CH3:16].[O:20]1[CH2:21][CH2:22][O:23][CH2:24][CH2:25]1>>[Cl:1][c:2]1[n:3][cH:4][cH:5][cH:6][c:7]1[NH:8][C:9](=[O:10])[c:11]1[c:12]([NH2:17])[cH:13][n:14][n:15]1[CH3:16]. The product is O=C1CCc2ccccc2N1CCCCCCl. The reactants are ClCCCCCBr, O=C1CCc2ccccc2N1. RXN SMILES: [Br:12][CH2:13][CH2:14][CH2:15][CH2:16][CH2:17][Cl:18].[NH:1]1[C:2](=[O:11])[CH2:3][CH2:4][c:5]2[cH:6][cH:7][cH:8][cH:9][c:10]21>>[N:1]1([CH2:13][CH2:14][CH2:15][CH2:16][CH2:17][Cl:18])[C:2](=[O:11])[CH2:3][CH2:4][c:5]2[cH:6][cH:7][cH:8][cH:9][c:10]21. The reactants are [O-][Mn](=O)(=O)=O.[K+] (KMnO4), ClC(COC(C(CC1=CC=C(C=C1)CO)OCC)=O)(Cl)Cl (2-Ethoxy-3-(4-hydroxymethyl-phenyl)-propionic acid 2,2,2-trichloroethyl ester), [O-]S(=O)[O-].[Na+].[Na+] (Na2SO3). Solvent: CCOC(=O)C (EtOAc), Cl (HCl), CC(=O)C (acetone). Reaction conditions: time 4 hour. The product is C(C)OC(CC1=CC=C(C(=O)O)C=C1)C(=O)OCC(Cl)(Cl)Cl (4-[2-Ethoxy-2-(2,2,2-trichloro-ethoxycarbonyl)-ethyl]-benzoic acid). As a reaction SMILES: [Cl:1][C:2]([Cl:21])([Cl:20])[CH2:3][O:4][C:5](=[O:19])[CH:6]([O:16][CH2:17][CH3:18])[CH2:7][C:8]1[CH:13]=[CH:12][C:11]([CH2:14][OH:15])=[CH:10][CH:9]=1.[O-:22][Mn](=O)(=O)=O.[K+].[O-]S([O-])=O.[Na+].[Na+]>CC(C)=O.CCOC(C)=O.Cl>[CH2:17]([O:16][CH:6]([C:5]([O:4][CH2:3][C:2]([Cl:20])([Cl:21])[Cl:1])=[O:19])[CH2:7][C:8]1[CH:13]=[CH:12][C:11]([C:14]([OH:22])=[O:15])=[CH:10][CH:9]=1)[CH3:18] |f:1.2,3.4.5|. Procedure details: 2-Ethoxy-3-(4-hydroxymethyl-phenyl)-propionic acid 2,2,2-trichloroethyl ester (0.044 g, 0.125 mmol) was dissolved in acetone (3 mL) and KMnO4 (0.039 g, 0.247 mmol) was added and the purple solution was stirred for 4 h at room temperature. Saturated aq. Na2SO3 solution was added and after 2 min. stirring, the mixture was diluted with EtOAc and aq. HCl (2N) resulting in two clear and colorless phases. The organic layer was separated and dried (MgSO4) and evaporated to afford the desired carboxylic... Reactants: C(O)([O-])=O.[Na+] (sodium hydrogen carbonate), BrCC1OCCO1 (2-bromomethyl-1,3-dioxolane), CC1=CC=C2C=CC(NC2=C1)=O (7-methylquinolin-2(1H)-one), C([O-])([O-])=O.[Cs+].[Cs+] (cesium carbonate). Run in O (water), C(C)(=O)OCC (ethyl acetate), CS(=O)C (dimethyl sulfoxide). Run at temperature 65 celsius, time 1 hour. The product is O1C(OCC1)CN1C(C=CC2=CC=C(C=C12)C)=O (1-(1,3-dioxolan-2-ylmethyl)-7-methylquinolin-2(1H)-one). Reaction SMILES: Br[CH2:2][CH:3]1[O:7][CH2:6][CH2:5][O:4]1.[CH3:8][C:9]1[CH:18]=[C:17]2[C:12]([CH:13]=[CH:14][C:15](=[O:19])[NH:16]2)=[CH:11][CH:10]=1.C(=O)([O-])[O-].[Cs+].[Cs+].C(=O)([O-])O.[Na+]>O.C(OCC)(=O)C.CS(C)=O>[O:4]1[CH2:5][CH2:6][O:7][CH:3]1[CH2:2][N:16]1[C:17]2[C:12](=[CH:11][CH:10]=[C:9]([CH3:8])[CH:18]=2)[CH:13]=[CH:14][C:15]1=[O:19] |f:2.3.4,5.6|. Procedure details: To 6.3 mL of a dimethyl sulfoxide solution containing 1.1 g of 2-bromomethyl-1,3-dioxolane, 1.0 g of 7-methylquinolin-2(1H)-one and 3.1 g of cesium carbonate were added, and the mixture was stirred at 60 to 70° C. for 1 hour. The reaction mixture was added with ethyl acetate, water and an aqueous saturated sodium hydrogen carbonate solution. The organic layer was separated, and the aqueous layer was extracted with ethyl acetate. The organic layer and the extract were combined, the resultant solu... The reactants are ClC=1C=CC2=C(N(C(S2)=O)CC(=O)N2CCN(CC2)N)C1 (5-chloro-3-[(4-amino-1-piperazinyl)carbonylmethyl]-2-benzothiazolinone), C([O-])([O-])=O.[K+].[K+] (potassium carbonate), ClCCl (dichloromethane), ClC(=O)OCC (ethyl chloroformate). The solvent is O1CCOCC1 (dioxane). Conditions: time 1.5 hour. The product is ClC=1C=CC2=C(N(C(S2)=O)CC(=O)N2CCN(CC2)NC(=O)OCC)C1 (5-chloro-3-[(4-ethoxycarbonylamino-1-piperazinyl)carbonylmethyl]-2-benzothiazolinone). Yield: 33.7%. As a reaction SMILES: [Cl:1][C:2]1[CH:3]=[CH:4][C:5]2[S:9][C:8](=[O:10])[N:7]([CH2:11][C:12]([N:14]3[CH2:19][CH2:18][N:17]([NH2:20])[CH2:16][CH2:15]3)=[O:13])[C:6]=2[CH:21]=1.C(=O)([O-])[O-].[K+].[K+].ClCCl.Cl[C:32]([O:34][CH2:35][CH3:36])=[O:33]>O1CCOCC1>[Cl:1][C:2]1[CH:3]=[CH:4][C:5]2[S:9][C:8](=[O:10])[N:7]([CH2:11][C:12]([N:14]3[CH2:15][CH2:16][N:17]([NH:20][C:32]([O:34][CH2:35][CH3:36])=[O:33])[CH2:18][CH2:19]3)=[O:13])[C:6]=2[CH:21]=1 |f:1.2.3|. Procedure details: A mixture of 5-chloro-3-[(4-amino-1-piperazinyl)carbonylmethyl]-2-benzothiazolinone (0.85 g), anhydrous potassium carbonate (430 mg), dichloromethane (40 ml), dioxane (10 ml) and ethyl chloroformate (339 mg) was stirred for 1.5 hours at room temperature. The insoluble materials were filtered off and the filtrate was concentrated under reduced pressure. The residue was recrystallized from a mixture of chloroform and dioxane to give colorless crystals of 5-chloro-3-[(4-ethoxycarbonylamino-1-pipera... Reactants: OC(C(=O)OCCCl)(CC)C (2-chloroethyl 2-hydroxy-2-methyl-butyrate), C(CO)(=O)OC (methyl glycolate), C(C)(C)(C)C1=CC=CC=C1 (tert-butylbenzene), C(C)OCC (ethyl ether), OC(C(=O)OCCCl)(CC)C (2-chloroethyl 2-hydroxy-2-methylbutyrate). The product is OC(C(=O)OCC(=O)OC)(CC)C (2-methoxy-2-oxoethyl 2-hydroxy-2-methylbutyrate). As a reaction SMILES: [OH:1][C:2]([CH3:11])([CH2:9][CH3:10])[C:3]([O:5][CH2:6][CH2:7]Cl)=[O:4].C(OC)(=O)[CH2:13][OH:14].C(C1C=CC=CC=1)(C)(C)C.C([O:30]CC)C>>[OH:1][C:2]([CH3:11])([CH2:9][CH3:10])[C:3]([O:5][CH2:6][C:7]([O:14][CH3:13])=[O:30])=[O:4]. Procedure details: A 6 mL aliquot of an ethyl ether solution containing 0.25M 2-chloroethyl 2-hydroxy-2-methyl-butyrate, 0.25M methyl glycolate, and 1.0% tert-butylbenzene was added to 0.4 g Lipase P30. After mixing for 7 d at room temperature, the conversion of 2-chloroethyl 2-hydroxy-2-methylbutyrate to the title compound was estimated (by GC, Method A) to be approximately 10%. The GC peak assigned to the title compound was confirmed by HRMS: calcd for C7H10O5Tms (M-CH3) 247.1001, obsd 247. 0998. In identical re...